This data is from the Open Reaction Database (ORD), a public repository of structured organic reaction records. The task is: describe an organic reaction: reactants, conditions, products, and yield Reactants: Cl.Cl.COC1=C(CN[C@@H]2[C@@H](NCCC2)C2=CC=CC=C2)C=CC=C1 ((2S,3S)-3-(2-Methoxybenzyl)amino-2-phenylpiperidine dihydrochloride), [OH-].[Na+] (NaOH), C(C)(C)(C)O (tert-BuOH), O(OC(=O)C(C)(C)C)OC(=O)C(C)(C)C ((tert-BuOCO)2O). Yields the product C(C)(C)(C)OC(=O)N1[C@H]([C@H](CCC1)NCC1=C(C=CC=C1)OC)C1=CC=CC=C1 ((2S,3S)-1-tert-Butoxycarbonyl-3-(2-methoxybenzyl)amino-2-phenylpiperidine). As a reaction SMILES: Cl.Cl.[CH3:3][O:4][C:5]1[CH:24]=[CH:23][CH:22]=[CH:21][C:6]=1[CH2:7][NH:8][C@H:9]1[CH2:14][CH2:13][CH2:12][NH:11][C@H:10]1[C:15]1[CH:20]=[CH:19][CH:18]=[CH:17][CH:16]=1.[OH-].[Na+].O(OC(C(C)(C)C)=O)[O:28][C:29](C(C)(C)C)=O.[C:42]([OH:46])([CH3:45])([CH3:44])[CH3:43]>>[C:42]([O:46][C:29]([N:11]1[CH2:12][CH2:13][CH2:14][C@H:9]([NH:8][CH2:7][C:6]2[CH:21]=[CH:22][CH:23]=[CH:24][C:5]=2[O:4][CH3:3])[C@@H:10]1[C:15]1[CH:16]=[CH:17][CH:18]=[CH:19][CH:20]=1)=[O:28])([CH3:45])([CH3:44])[CH3:43] |f:0.1.2,3.4|. Reported procedure: To a stirred and ice-cooled mixture of Compound 3 (10.0 g, 27.1 mmol), 3.0 M NaOH aq. (36.1 ml, 108.4 mmol) and tert-BuOH (15.0 ml) was added (tert-BuOCO)2O (Boc2O, 7.39 g, 33.8 mmol). After stirring at room temperature overnight, the mixture was extracted with AcOEt (×3). The combined AcOEt extracts were washed with sat. NaHCO3 and brine, dried over Na2SO4, and concentrated to give Compound 4 (11.3 g, quant.) as a pale yellow syrup. The reactants are CC(=O)Nc1ccc(S)cc1, CC(=O)OC(C)=O, CCO, O=C1CC(C2CC2)=NN1, COc1ccc2c(c1)c(Cl)cc[n+]2[O-], COc1ccc2c(c1)C(Cl)=CC(=C1C(=O)NN=C1C1CC1)N2. The product is COc1ccc2c(c1)C(Sc1ccc(NC(C)=O)cc1)=CC(=C1C(=O)NN=C1C1CC1)N2. RXN SMILES: [C:46]([CH3:47])(=[O:48])[NH:49][c:50]1[cH:51][cH:52][c:53]([SH:56])[cH:54][cH:55]1.[CH3:57][C:58]([O:59][C:60](=[O:61])[CH3:62])=[O:63].[CH3:64][CH2:65][OH:66].[CH:1]1([C:2]2=[N:7][NH:6][C:4](=[O:5])[CH2:3]2)[CH2:8][CH2:9]1.[Cl:10][c:11]1[c:12]2[c:13]([cH:14][cH:15][c:16]([O:17][CH3:18])[cH:19]2)[n+:20]([O-:21])[cH:22][cH:23]1.[Cl:24][C:25]1=[CH:26][C:27](=[C:37]2[C:38]([CH:43]3[CH2:44][CH2:45]3)=[N:39][NH:40][C:41]2=[O:42])[NH:28][c:29]2[cH:30][cH:31][c:32]([O:35][CH3:36])[cH:33][c:34]21>>[C:25]1([S:56][c:53]2[cH:52][cH:51][c:50]([NH:49][C:46]([CH3:47])=[O:48])[cH:55][cH:54]2)=[CH:26][C:27](=[C:37]2[C:38]([CH:43]3[CH2:44][CH2:45]3)=[N:39][NH:40][C:41]2=[O:42])[NH:28][c:29]2[cH:30][cH:31][c:32]([O:35][CH3:36])[cH:33][c:34]21. Starting materials: [N+](=O)([O-])C=1C=C2C(=NNC2=CC1)O (5-Nitro-1H-indazol-3-ol), CN1C=2C(C(=O)OC1=O)=CC=CC2 (N-methylisatoic anhydride). The product is CNC1=C(C(=O)N2N=C(C3=CC(=CC=C23)[N+](=O)[O-])O)C=CC=C1 (1-(o-Methylaminobenzoyl)-5-nitro-1H-indazol-3-ol). Yield: 47.0%. Reaction SMILES: [N+:1]([C:4]1[CH:5]=[C:6]2[C:10](=[CH:11][CH:12]=1)[NH:9][N:8]=[C:7]2[OH:13])([O-:3])=[O:2].[CH3:14][N:15]1C(=O)O[C:18](=[O:19])[C:17]2=[CH:23][CH:24]=[CH:25][CH:26]=[C:16]12>>[CH3:14][NH:15][C:16]1[CH:26]=[CH:25][CH:24]=[CH:23][C:17]=1[C:18]([N:9]1[C:10]2[C:6](=[CH:5][C:4]([N+:1]([O-:3])=[O:2])=[CH:12][CH:11]=2)[C:7]([OH:13])=[N:8]1)=[O:19]. Procedure: 5-Nitro-1H-indazol-3-ol was reacted with N-methylisatoic anhydride according to the general procedure A above and afforded the desired amine as an orange solid in 47.0% yield; m.p. >270° C.